Dataset: the Open Reaction Database (ORD), a public repository of structured organic reaction records. Task: describe an organic reaction: reactants, conditions, products, and yield Starting materials: [Cl-].COC(C(CC(C)C)NC(C(CC#C)[NH3+])=O)=O (1-((1-Methoxy-4-methyl-1-oxopentan-2-yl)amino)-1-oxopent-4-yn-2-aminium chloride), CCN(C(C)C)C(C)C (DIEA), C(C1=CC=CC=C1)OC(=O)Cl (Benzylchloroformate). Run in C1CCOC1 (THF). Reaction conditions: time 30 minute. Yields the product C(C1=CC=CC=C1)OC(=O)NC(C(=O)NC(C(=O)OC)CC(C)C)CC#C (Methyl 2-(2-(((benzyloxy)carbonyl)amino)pent-4-ynamido)-4-methylpentanoate). Isolated yield 90.1%. As a reaction SMILES: [Cl-].[CH3:2][O:3][C:4](=[O:18])[CH:5]([NH:10][C:11](=[O:17])[CH:12]([NH3+:16])[CH2:13][C:14]#[CH:15])[CH2:6][CH:7]([CH3:9])[CH3:8].CCN(C(C)C)C(C)C.[CH2:28]([O:35][C:36](Cl)=[O:37])[C:29]1[CH:34]=[CH:33][CH:32]=[CH:31][CH:30]=1>C1COCC1>[CH2:28]([O:35][C:36]([NH:16][CH:12]([CH2:13][C:14]#[CH:15])[C:11]([NH:10][CH:5]([CH2:6][CH:7]([CH3:9])[CH3:8])[C:4]([O:3][CH3:2])=[O:18])=[O:17])=[O:37])[C:29]1[CH:34]=[CH:33][CH:32]=[CH:31][CH:30]=1 |f:0.1|. Procedure details: To a solution of compound 2 (8.5 g; 31 mmol) in dry THF (100 mL) was added DIEA (16.02 g; 124 mmol) and the reaction mixture was stirred for 30 min at room temperature. Benzylchloroformate (6.87 g; 40.3 mmol) was added and stirring was continued at room temperature for 16 h. The solvent was removed on the rotary evaporator and the residue was taken up in ethyl acetate (150 mL) and washed sequentially with water (50 mL), 5% HCl (2×50 mL), and brine (50 mL). The organic layer was dried over anhydr... Starting materials: CC(=O)O[BH-](OC(C)=O)OC(C)=O, CC(=O)O, O=C1CC(COCc2ccccc2)C1F, NCc1ccccc1, [Na+]. Product: FC1C(COCc2ccccc2)CC1NCc1ccccc1. RXN SMILES: [C:24]([O:25][BH-:26]([O:27][C:28](=[O:29])[CH3:30])[O:31][C:32](=[O:33])[CH3:34])(=[O:35])[CH3:36].[C:38]([OH:39])(=[O:40])[CH3:41].[F:1][CH:2]1[C:3](=[O:15])[CH2:4][CH:5]1[CH2:6][O:7][CH2:8][c:9]1[cH:10][cH:11][cH:12][cH:13][cH:14]1.[NH2:16][CH2:17][c:18]1[cH:19][cH:20][cH:21][cH:22][cH:23]1.[Na+:37]>>[F:1][CH:2]1[CH:3]([NH:16][CH2:17][c:18]2[cH:19][cH:20][cH:21][cH:22][cH:23]2)[CH2:4][CH:5]1[CH2:6][O:7][CH2:8][c:9]1[cH:10][cH:11][cH:12][cH:13][cH:14]1.